This data is from the Open Reaction Database (ORD), a public repository of structured organic reaction records. The task is: describe an organic reaction: reactants, conditions, products, and yield The reactants are C1CCOC1, CCOC(C)=O, Cc1ccsc1-c1cn(CCCO)c(=O)[nH]c1=O. The product is Cc1ccsc1-c1cn(CCC=O)c(=O)[nH]c1=O. As a reaction SMILES: [CH2:25]1[O:26][CH2:27][CH2:28][CH2:29]1.[CH3:19][CH2:20][O:21][C:22](=[O:23])[CH3:24].[OH:1][CH2:2][CH2:3][CH2:4][n:5]1[c:6](=[O:18])[nH:7][c:8](=[O:17])[c:9](-[c:11]2[s:12][cH:13][cH:14][c:15]2[CH3:16])[cH:10]1>>[O:1]=[CH:2][CH2:3][CH2:4][n:5]1[c:6](=[O:18])[nH:7][c:8](=[O:17])[c:9](-[c:11]2[s:12][cH:13][cH:14][c:15]2[CH3:16])[cH:10]1. Reactants: OC1=CC(=NC(=N1)NC1=C(C=CC=C1)[N+](=O)[O-])C (N-(6-hydroxy-4-methylpyrimidin-2-yl)-o-nitroaniline), CN(C=O)C (N,N-dimethylformamide), P(=O)(Cl)(Cl)Cl (phosphorus oxychloride), O (water). Solvent: C(Cl)(Cl)Cl (chloroform). Product: ClC1=CC(=NC(=N1)NC1=C(C=CC=C1)[N+](=O)[O-])C (N-(6-chloro-4-methylpyrimidin-2-yl)-2-nitroaniline). Reaction SMILES: O[C:2]1[N:7]=[C:6]([NH:8][C:9]2[CH:14]=[CH:13][CH:12]=[CH:11][C:10]=2[N+:15]([O-:17])=[O:16])[N:5]=[C:4]([CH3:18])[CH:3]=1.CN(C)C=O.P(Cl)(Cl)([Cl:26])=O.O>C(Cl)(Cl)Cl>[Cl:26][C:2]1[N:7]=[C:6]([NH:8][C:9]2[CH:14]=[CH:13][CH:12]=[CH:11][C:10]=2[N+:15]([O-:17])=[O:16])[N:5]=[C:4]([CH3:18])[CH:3]=1. Reported procedure: A mixture of 160 g (0.65 mol) of N-(6-hydroxy-4-methylpyrimidin-2-yl)-o-nitroaniline, 2 ml of N,N-dimethylformamide and 120 ml of phosphorus oxychloride are heated at reflux for 3 hours. After having been cooled, and black slurry is dissolved in chloroform and this solution is added dropwise to 1 l of water. The temperature is maintained at 35° by the addition of ice. After 1 hour the organic phase is separated off and the aqueous phase is washed with chloroform. The two chloroform solutions are... The reactants are O=C(OOC(=O)c1ccccc1)c1ccccc1, ClC(Cl)(Cl)Cl, Cc1ccc(I)cc1[N+](=O)[O-], O=C1CCC(=O)N1Br. The product is O=[N+]([O-])c1cc(I)ccc1CBr. Reaction SMILES: [C:9]([O:10][O:11][C:12](=[O:13])[c:14]1[cH:15][cH:16][cH:17][cH:18][cH:19]1)(=[O:20])[c:21]1[cH:22][cH:23][cH:24][cH:25][cH:26]1.[Cl:38][C:39]([Cl:40])([Cl:41])[Cl:42].[I:27][c:28]1[cH:29][c:30]([N+:35](=[O:36])[O-:37])[c:31]([CH3:34])[cH:32][cH:33]1.[O:1]=[C:2]1[N:3]([Br:8])[C:4](=[O:5])[CH2:6][CH2:7]1>>[Br:8][CH2:34][c:31]1[c:30]([N+:35](=[O:36])[O-:37])[cH:29][c:28]([I:27])[cH:33][cH:32]1. The reactants are NC1=NC=C(C2=C1C(=CS2)C2=CC(=C(C=C2)NC(=O)C=2N(C1=CC=CC=C1C2)C)OC)C(=O)NCC2NCCC2 (4-amino-3-(3-methoxy-4-{[(1-methyl-1H-indol-2-yl)carbonyl]amino}phenyl)-N-(pyrrolidin-2-ylmethyl)thieno[3,2-c]pyridine-7-carboxamide), Cl.CN(C)CC(=O)Cl (dimethylaminoacetyl chloride hydrochloride), C(C)(C)N(C(C)C)CC (N,N-diisopropylethyl amine). Run in ClCCl (dichloromethane), ClCCl (dichloromethane). Reaction conditions: time 1 hour. Product: NC1=NC=C(C2=C1C(=CS2)C2=CC(=C(C=C2)NC(=O)C=2N(C1=CC=CC=C1C2)C)OC)C(=O)NCC2N(CCC2)CC(=O)N(C)C (4-amino-N-({1-[2-(dimethylamino)-2-oxoethyl]pyrrolidin-2-yl}methyl)-3-(3-methoxy-4-{[(1-methyl-1H-indol-2-yl)carbonyl]amino}phenyl)thieno[3,2-c]pyridine-7-carboxamide). RXN SMILES: [NH2:1][C:2]1[C:7]2[C:8]([C:11]3[CH:16]=[CH:15][C:14]([NH:17][C:18]([C:20]4[N:21]([CH3:29])[C:22]5[C:27]([CH:28]=4)=[CH:26][CH:25]=[CH:24][CH:23]=5)=[O:19])=[C:13]([O:30][CH3:31])[CH:12]=3)=[CH:9][S:10][C:6]=2[C:5]([C:32]([NH:34][CH2:35][CH:36]2[CH2:40][CH2:39][CH2:38][NH:37]2)=[O:33])=[CH:4][N:3]=1.Cl.CN(CC(Cl)=[O:47])C.[CH:49]([N:52]([CH2:56]C)[CH:53](C)C)(C)[CH3:50]>ClCCl>[NH2:1][C:2]1[C:7]2[C:8]([C:11]3[CH:16]=[CH:15][C:14]([NH:17][C:18]([C:20]4[N:21]([CH3:29])[C:22]5[C:27]([CH:28]=4)=[CH:26][CH:25]=[CH:24][CH:23]=5)=[O:19])=[C:13]([O:30][CH3:31])[CH:12]=3)=[CH:9][S:10][C:6]=2[C:5]([C:32]([NH:34][CH2:35][CH:36]2[CH2:40][CH2:39][CH2:38][N:37]2[CH2:50][C:49]([N:52]([CH3:56])[CH3:53])=[O:47])=[O:33])=[CH:4][N:3]=1 |f:1.2|. Procedure: A mixture of 4-amino-3-(3-methoxy-4-{[(1-methyl-1H-indol-2-yl)carbonyl]amino}phenyl)-N-(pyrrolidin-2-ylmethyl)thieno[3,2-c]pyridine-7-carboxamide (0.100 g, 0.18 mmol), dimethylaminoacetyl chloride hydrochloride (0.035 g, 0.217 mmol) and N,N-diisopropylethyl amine (0.046 g, 0.360 mmol) in dichloromethane (2 mL) was stirred at ambient temperature for 1 hour. The mixture was diluted with dichloromethane then extracted with 2N aqueous sodium hydroxide. The layers were separated and the organic solut... Starting materials: O[C@@]1([C@@H](N(CC1)C(=O)OCC1=CC=CC=C1)C)C(F)(F)F (benzyl (2S,3S)-3-hydroxy-2-methyl-3-(trifluoromethyl)pyrrolidine-1-carboxylate). The reagents and catalysts are [Pd] (Pd/C). Run in O (water). Yields the product C[C@@H]1NCC[C@@]1(O)C(F)(F)F ((2S,3S)-2-methyl-3-(trifluoromethyl)pyrrolidin-3-ol), solid. Isolated yield 88.0%. Reaction SMILES: [OH:1][C@@:2]1([C:18]([F:21])([F:20])[F:19])[CH2:6][CH2:5][N:4](C(OCC2C=CC=CC=2)=O)[C@H:3]1[CH3:17]>[Pd].O>[CH3:17][C@H:3]1[C@@:2]([C:18]([F:20])([F:19])[F:21])([OH:1])[CH2:6][CH2:5][NH:4]1. Procedure details: By an operation in the same manner as in Reference Example 4 and using benzyl (2S,3S)-3-hydroxy-2-methyl-3-(trifluoromethyl)pyrrolidine-1-carboxylate (1.05 g) and 50% water containing-10% Pd/C (0.05 g), the title compound was obtained as a colorless solid (yield: 0.65 g, yield: 88%). Reactants: O=C([O-])[O-], CC#N, O=C(c1cccc(C2CCNCC2)c1F)C(F)(F)F, CCI, [K+], [K+], O=C(O)C=CC(=O)O. Yields the product CCN1CCC(c2cccc(C(=O)C(F)(F)F)c2F)CC1. RXN SMILES: [C:20](=[O:21])([O-:22])[O-:23].[CH3:37][C:38]#[N:39].[F:1][C:2]([C:3](=[O:4])[c:5]1[c:6]([F:17])[c:7]([CH:11]2[CH2:12][CH2:13][NH:14][CH2:15][CH2:16]2)[cH:8][cH:9][cH:10]1)([F:18])[F:19].[I:26][CH2:27][CH3:28].[K+:24].[K+:25].[OH:29][C:30]([CH:31]=[CH:32][C:33](=[O:34])[OH:35])=[O:36]>>[F:1][C:2]([C:3](=[O:4])[c:5]1[c:6]([F:17])[c:7]([CH:11]2[CH2:12][CH2:13][N:14]([CH2:27][CH3:28])[CH2:15][CH2:16]2)[cH:8][cH:9][cH:10]1)([F:18])[F:19].